From a dataset of the Open Reaction Database (ORD), a public repository of structured organic reaction records. describe an organic reaction: reactants, conditions, products, and yield The reactants are C(=O)(O)C=1C=C(CN2C(NC(C3=CC(=CC=C23)C)=O)=O)C=CC1F (1-(3-carboxy-4-fluorobenzyl)-6-methylquinazoline-2,4(1H,3H)-dione), CC=1C=C2C(NC(NC2=CC1)=O)=O (6-methylquinazoline-2,4(1H,3H)-dione), BrCC=1C=CC(=C(C(=O)OC)C1)F (methyl 5-(bromomethyl)-2-fluorobenzoate), COC(=O)C=1C=C(CN2C(NC(C3=CC=CC=C23)=O)=O)C=CC1 (1-(3-Methoxycarbonylbenzyl)quinazoline-2,4(1H,3H)-dione), substituted piperazine, compound. Product: C1(CCCC1)C(=O)N1CCN(CC1)C(=O)C=1C=C(CN2C(NC(C3=CC(=CC=C23)C)=O)=O)C=CC1 (1-(3-(4-(Cyclopentylcarbonyl)piperazine-1-carbonyl)benzyl)-6-methylquinazoline-2,4(1H,3H)-dione). Reaction SMILES: [C:1]([C:4]1[CH:5]=[C:6]([CH:21]=[CH:22][C:23]=1F)[CH2:7][N:8]1[C:17]2[C:12](=[CH:13][C:14]([CH3:18])=[CH:15][CH:16]=2)[C:11](=[O:19])[NH:10][C:9]1=[O:20])([OH:3])=O.CC1[CH:27]=[C:28]2[C:33](=[CH:34][CH:35]=1)N[C:31](=O)[NH:30][C:29]2=[O:37].BrCC1C=CC(F)=C(C=1)C(OC)=O.COC(C1C=[C:57](C=CC=1)[CH2:58][N:59]1C2C(=CC=CC=2)C(=O)N[C:60]1=O)=O>>[CH:28]1([C:29]([N:30]2[CH2:31][CH2:60][N:59]([C:1]([C:4]3[CH:5]=[C:6]([CH:21]=[CH:22][CH:23]=3)[CH2:7][N:8]3[C:17]4[C:12](=[CH:13][C:14]([CH3:18])=[CH:15][CH:16]=4)[C:11](=[O:19])[NH:10][C:9]3=[O:20])=[O:3])[CH2:58][CH2:57]2)=[O:37])[CH2:27][CH2:35][CH2:34][CH2:33]1. Reported procedure: The following compounds were prepared from 1-(3-carboxy-4-fluorobenzyl)-6-methylquinazoline-2,4(1H,3H)-dione (prepared from 6-methylquinazoline-2,4(1H,3H)-dione and methyl 5-(bromomethyl)-2-fluorobenzoate using a procedure similar to those for compounds of Example 1 and 2), and the corresponding substituted piperazine using a procedure similar to those described for the synthesis of compound of Example 3. Reactants: C1=CC(=CC(=C1)Cl)C(=O)OO (m-CPBA), C(C)(C)(C)SC1CC(N1CC(CCC1=CC=CC=C1)=O)=O (4-tert-Butylthio-1-(4-phenyl-2-oxobutyl)azetidin-2-one), C(O)([O-])=O.[Na+] (sodium hydrogen carbonate), S(=O)([O-])[O-].[Na+].[Na+] (sodium sulphite). The solvent is ClCCl (dichloromethane), ClCCl (dichloromethane). Run at temperature -50 celsius, time 3 hour. Product: C(C)(C)(C)S(=O)C1CC(N1CC(CCC1=CC=CC=C1)=O)=O (4-tert-Butylsulfinyl-1-(4-phenyl-2-oxobutyl)azetidin-2-one). As a reaction SMILES: [C:1]([S:5][CH:6]1[N:9]([CH2:10][C:11](=[O:20])[CH2:12][CH2:13][C:14]2[CH:19]=[CH:18][CH:17]=[CH:16][CH:15]=2)[C:8](=[O:21])[CH2:7]1)([CH3:4])([CH3:3])[CH3:2].C1C=C(Cl)C=C(C(OO)=[O:30])C=1.C(=O)([O-])O.[Na+].S([O-])([O-])=O.[Na+].[Na+]>ClCCl>[C:1]([S:5]([CH:6]1[N:9]([CH2:10][C:11](=[O:20])[CH2:12][CH2:13][C:14]2[CH:15]=[CH:16][CH:17]=[CH:18][CH:19]=2)[C:8](=[O:21])[CH2:7]1)=[O:30])([CH3:4])([CH3:2])[CH3:3] |f:2.3,4.5.6|. Procedure details: 4-tert-Butylthio-1-(4-phenyl-2-oxobutyl)azetidin-2-one (0.6 g, 2 mmol) was dissolved in dry dichloromethane (30 ml) and the solution cooled to -50° C. A solution of m-CPBA (0.32 g, 2 mmol) in dry dichloromethane (20 ml) was added dropwise and the resulting mixture stirred for an additional 3 h. The mixture was poured into an aqueous solution of sodium hydrogen carbonate and sodium sulphite. The layers were separated and the aqueous layer was extracted with dichloromethane. The combined organic e... The reactants are ClC=1C=C(C=CC1Cl)C(CC=O)C1N(C(C2=CC(=CC=C12)OCC)=O)C (3-(3,4-Dichlorophenyl)-3-(5-ethoxy-2-methyl-3-oxo-2,3-dihydro-1H-isoindol-1-yl)propionaldehyde), O=C1N(CCCN1)C1CCNCC1 (4-(2-oxoperhydropyrimidine-1-yl)piperidine). Yields the product Cl.ClC=1C=C(C=CC1Cl)C(CCN1CCC(CC1)N1C(NCCC1)=O)C1N(C(C2=CC(=CC=C12)OCC)=O)C (3-[1-(3,4-Dichlorophenyl)-3-(4-(2-oxoperhydropyrimidine-1-yl)piperidino)propyl]-6-ethoxy-2-methyl-2,3-dihydroisoindol-1-one hydrochloride). Yield: 122.9%. Reaction SMILES: [Cl:1][C:2]1[CH:3]=[C:4]([CH:9]([CH:13]2[C:21]3[C:16](=[CH:17][C:18]([O:22][CH2:23][CH3:24])=[CH:19][CH:20]=3)[C:15](=[O:25])[N:14]2[CH3:26])[CH2:10][CH:11]=O)[CH:5]=[CH:6][C:7]=1[Cl:8].[O:27]=[C:28]1[NH:33][CH2:32][CH2:31][CH2:30][N:29]1[CH:34]1[CH2:39][CH2:38][NH:37][CH2:36][CH2:35]1>>[ClH:1].[Cl:1][C:2]1[CH:3]=[C:4]([CH:9]([CH:13]2[C:21]3[C:16](=[CH:17][C:18]([O:22][CH2:23][CH3:24])=[CH:19][CH:20]=3)[C:15](=[O:25])[N:14]2[CH3:26])[CH2:10][CH2:11][N:37]2[CH2:38][CH2:39][CH:34]([N:29]3[CH2:30][CH2:31][CH2:32][NH:33][C:28]3=[O:27])[CH2:35][CH2:36]2)[CH:5]=[CH:6][C:7]=1[Cl:8] |f:2.3|. Procedure details: 3-(3,4-Dichlorophenyl)-3-(5-ethoxy-2-methyl-3-oxo-2,3-dihydro-1H-isoindol-1-yl)propionaldehyde (0.3 g) was coupled to 4-(2-oxoperhydropyrimidine-1-yl)piperidine (0.135 g) by a method similar to that described in Example 8. The reaction product was not purified by chromatography but converted to the corresponding hydrochloride salt as described in the Example 8 to afford the title compound (0.28 g); mp 190°-200° C.; MS: m/z=559(M+1); NMR(CDCl3): 1.33 (t,6, J=6.9), 1.71 (m,4), 2.20 (m,2), 2.5 (m,2... The reactants are C(CCCC)C1=CC=C(C(=O)O)C=C1 (4-Pentylbenzoic acid), C(#N)C1=CC=C(C=C1)S (4-Cyanothiophenol), C1(CCCCC1)N=C=NC1CCCCC1 (N,N'-dicyclohexylcarbodiimide). The reagents and catalysts are CN(C1=CC=NC=C1)C (4-(dimethylamino)pyridine). Yields the product C(CCCC)C1=CC=C(C(=O)SC2=CC=C(C=C2)C#N)C=C1 (S-4-cyanophenyl 4-pentylthiobenzoate). Reaction SMILES: [CH2:1]([C:6]1[CH:14]=[CH:13][C:9]([C:10]([OH:12])=O)=[CH:8][CH:7]=1)[CH2:2][CH2:3][CH2:4][CH3:5].[C:15]([C:17]1[CH:22]=[CH:21][C:20]([SH:23])=[CH:19][CH:18]=1)#[N:16].C1(N=C=NC2CCCCC2)CCCCC1>CN(C)C1C=CN=CC=1>[CH2:1]([C:6]1[CH:7]=[CH:8][C:9]([C:10]([S:23][C:20]2[CH:21]=[CH:22][C:17]([C:15]#[N:16])=[CH:18][CH:19]=2)=[O:12])=[CH:13][CH:14]=1)[CH2:2][CH2:3][CH2:4][CH3:5]. Procedure: Quantities: compound 17 (0.51 g, 3.8 mmol), compound 10 (0.87 g, 4.5 mmol), 4-(dimethylamino)pyridine (0.19 g, 1.6 mmol). N,N'-dicyclohexylcarbodiimide (0.94 g, 4.6 mmol).